Dataset: the Open Reaction Database (ORD), a public repository of structured organic reaction records. Task: describe an organic reaction: reactants, conditions, products, and yield Starting materials: ClC1=CC=C(C=2OC3=CC(=CC=C3C(C12)=O)OC)C (1-chloro-6-methoxy-4-methyl-9-xanthenone), C(C)N(CCNN)CC (2-(diethylamino)ethyl hydrazine). Product: C(C)N(CCN1N=C2C=3C(=C(C=CC13)C)OC1=C2C=CC(=C1)OC)CC (2-(2-(diethylamino)ethyl)-8-methoxy-5-methyl-2H(1)benzopyrano[4,3,2-cd]indazole). RXN SMILES: Cl[C:2]1[C:15]2[C:14](=O)[C:13]3[C:8](=[CH:9][C:10]([O:17][CH3:18])=[CH:11][CH:12]=3)[O:7][C:6]=2[C:5]([CH3:19])=[CH:4][CH:3]=1.[CH2:20]([N:22]([CH2:27][CH3:28])[CH2:23][CH2:24][NH:25][NH2:26])[CH3:21]>>[CH2:20]([N:22]([CH2:27][CH3:28])[CH2:23][CH2:24][N:25]1[C:2]2[CH:3]=[CH:4][C:5]([CH3:19])=[C:6]3[O:7][C:8]4[CH:9]=[C:10]([O:17][CH3:18])[CH:11]=[CH:12][C:13]=4[C:14]([C:15]=23)=[N:26]1)[CH3:21]. Procedure details: By the condensation of 1-chloro-6-methoxy-4-methyl-9-xanthenone with 2-(diethylamino)ethyl hydrazine was obtained 2-(2-(diethylamino)ethyl)-8-methoxy-5-methyl-2H(1)benzopyrano[4,3,2-cd]indazole. To 0.27 g. of this base in acetone (4 ml.) was added 30% aqueous hydrogen peroxide (0.35 ml.). After standing for 90 hours at room temperature the solution was evaporated under reduced pressure. Addition of ether to an ethanolic solution of the residue gave an oil which slowly crystallized. Further cryst... Starting materials: N1=C(C=CC=C1)C(=O)C1=C(C=CC=C1)N=NC(C(=O)OCC)NC(CCl)=O (ethyl [2-(2-pyridinecarbonyl)-phenyl]azo-(2-chloroacetamido)acetate), CC=1NC=CN1 (2-methylimidazole). Run in C(C)O (ethanol). Yields the product N1=C(C=CC=C1)C(=O)C1=C(C=CC=C1)N1N=C(N=C1CCl)C(=O)OCC (ethyl 1-[2-(2-pyridinecarbonyl)phenyl]-5-chloromethyl-1H-1,2,4-triazole-3-carboxylate). Reaction SMILES: [N:1]1[CH:6]=[CH:5][CH:4]=[CH:3][C:2]=1[C:7]([C:9]1[CH:14]=[CH:13][CH:12]=[CH:11][C:10]=1[N:15]=[N:16][CH:17]([NH:23][C:24](=O)[CH2:25][Cl:26])[C:18]([O:20][CH2:21][CH3:22])=[O:19])=[O:8].CC1NC=CN=1>C(O)C>[N:1]1[CH:6]=[CH:5][CH:4]=[CH:3][C:2]=1[C:7]([C:9]1[CH:14]=[CH:13][CH:12]=[CH:11][C:10]=1[N:15]1[C:24]([CH2:25][Cl:26])=[N:23][C:17]([C:18]([O:20][CH2:21][CH3:22])=[O:19])=[N:16]1)=[O:8]. Procedure: A solution of 11.0 g. of ethyl [2-(2-pyridinecarbonyl)-phenyl]azo-(2-chloroacetamido)acetate and 2.5 g. of 2-methylimidazole in 500 ml. of ethanol is refluxed for one hour, followed by evaporation of the solvent. The residue is made alkaline with saturated aqueous sodium hydrogen carbonate solution, and extracted with chloroform. The chloroform layer is washed with water and dried over sodium sulfate, followed by evaporation of the solvent to give ethyl 1-[2-(2-pyridinecarbonyl)phenyl]-5-chlorom...